Dataset: the Open Reaction Database (ORD), a public repository of structured organic reaction records. Task: describe an organic reaction: reactants, conditions, products, and yield The reactants are C[O-], CO, Fc1cccc2ncnc(Nc3ccc4c(cnn4Cc4ccccn4)c3)c12, [Na+]. Yields the product COc1cccc2ncnc(Nc3ccc4c(cnn4Cc4ccccn4)c3)c12. As a reaction SMILES: [CH3:29][O-:30].[CH3:32][OH:33].[F:1][c:2]1[c:3]2[c:4]([NH:12][c:13]3[cH:14][c:15]4[cH:16][n:17][n:18]([CH2:22][c:23]5[n:24][cH:25][cH:26][cH:27][cH:28]5)[c:19]4[cH:20][cH:21]3)[n:5][cH:6][n:7][c:8]2[cH:9][cH:10][cH:11]1.[Na+:31]>>[c:2]1([O:30][CH3:29])[c:3]2[c:4]([NH:12][c:13]3[cH:14][c:15]4[cH:16][n:17][n:18]([CH2:22][c:23]5[n:24][cH:25][cH:26][cH:27][cH:28]5)[c:19]4[cH:20][cH:21]3)[n:5][cH:6][n:7][c:8]2[cH:9][cH:10][cH:11]1. Reactants: NC=1C=C(C=NC1)C(=O)C1=CN(C=2N=CN=CC21)C(C)C ((5-aminopyridin-3-yl)(7-isopropyl-7H-pyrrolo[2,3-d]pyrimidin-5-yl)methanone), C(C1=CC=CC=C1)(=O)C=1C=C(C=CC1)CC(=O)O (2-(3-benzoylphenyl)acetic acid). Product: C(C1=CC=CC=C1)(=O)C=1C=C(C=CC1)CC(=O)NC=1C=NC=C(C1)C(=O)C1=CN(C=2N=CN=CC21)C(C)C (2-(3-benzoylphenyl)-N-(5-(7-isopropyl-7H-pyrrolo[2,3-d]pyrimidine-5-carbonyl)pyridin-3-yl)acetamide). Reaction SMILES: [NH2:1][C:2]1[CH:3]=[C:4]([C:8]([C:10]2[C:18]3[CH:17]=[N:16][CH:15]=[N:14][C:13]=3[N:12]([CH:19]([CH3:21])[CH3:20])[CH:11]=2)=[O:9])[CH:5]=[N:6][CH:7]=1.[C:22]([C:30]1[CH:31]=[C:32]([CH2:36][C:37](O)=[O:38])[CH:33]=[CH:34][CH:35]=1)(=[O:29])[C:23]1[CH:28]=[CH:27][CH:26]=[CH:25][CH:24]=1>>[C:22]([C:30]1[CH:31]=[C:32]([CH2:36][C:37]([NH:1][C:2]2[CH:7]=[N:6][CH:5]=[C:4]([C:8]([C:10]3[C:18]4[CH:17]=[N:16][CH:15]=[N:14][C:13]=4[N:12]([CH:19]([CH3:21])[CH3:20])[CH:11]=3)=[O:9])[CH:3]=2)=[O:38])[CH:33]=[CH:34][CH:35]=1)(=[O:29])[C:23]1[CH:24]=[CH:25][CH:26]=[CH:27][CH:28]=1. Procedure: The title compound was prepared according to the method described for Example 34 starting from (5-aminopyridin-3-yl)(7-isopropyl-7H-pyrrolo[2,3-d]pyrimidin-5-yl)methanone (Preparation 95) and 2-(3-benzoylphenyl)acetic acid to afford the title compound in 86% yield, 31 mg.